From a dataset of the Open Reaction Database (ORD), a public repository of structured organic reaction records. describe an organic reaction: reactants, conditions, products, and yield The reactants are BrC=1C=NC(=C(C(=O)OC)C1)O (methyl 5-bromo-2-hydroxynicotinate), OC1=C(C(=O)O)C=CC=N1 (2-hydroxynicotinic acid), C1(=CC=CC=C1)B(O)O (phenylboronic acid), N (ammonia). Reagents/catalysts: C(C)(=O)[O-].[Cu+2].C(C)(=O)[O-] (copper acetate). Solvent: O1CCCC1 (tetrahydrofuran), N1=CC=CC=C1 (pyridine). Yields the product BrC=1C=C(C(N(C1)C1=CC=CC=C1)=O)C(=O)OC (5-bromo-3-methoxycarbonyl-1-phenyl-1,2-dihydropyridin-2-one). Isolated yield 60.1%. RXN SMILES: [Br:1][C:2]1[CH:3]=[N:4][C:5]([OH:12])=[C:6]([CH:11]=1)[C:7]([O:9][CH3:10])=[O:8].OC1N=CC=CC=1C(O)=O.[C:23]1(B(O)O)[CH:28]=[CH:27][CH:26]=[CH:25][CH:24]=1.N>O1CCCC1.C([O-])(=O)C.[Cu+2].C([O-])(=O)C.N1C=CC=CC=1>[Br:1][C:2]1[CH:11]=[C:6]([C:7]([O:9][CH3:10])=[O:8])[C:5](=[O:12])[N:4]([C:23]2[CH:28]=[CH:27][CH:26]=[CH:25][CH:24]=2)[CH:3]=1 |f:5.6.7|. Procedure: 4.5 g of methyl 5-bromo-2-hydroxynicotinate synthesized by a known method from 2-hydroxynicotinic acid, and 4.7 g of phenylboronic acid were dissolved in 200 ml of tetrahydrofuran. To the mixture were added 705 mg of copper acetate and 1 ml of pyridine, followed by stirring at room temperature for 3 nights in a flow of air. Aqueous ammonia was added to the reaction solution, and the solution was extracted with chloroform. The organic layer was washed with brine, and dried over anhydrous magnesiu... Starting materials: C(C(=O)Cl)(=O)Cl (oxalyl chloride), [K+].ClC1=CC2=C(C3=C(S2)C=C(C=C3)C(=O)[O-])C=C1 (7-chlorodibenzothiophene-3-carboxylic acid potassium salt). Solvent: C1=CC=CC=C1 (benzene), C1=CC=CC=C1 (benzene). Product: ClC(=O)C=1C=CC2=C(SC3=C2C=CC(=C3)Cl)C1 (3-chlorocarbonyl-7-chlorodibenzothiophene). RXN SMILES: [C:1](Cl)(=O)[C:2]([Cl:4])=[O:3].[K+].[Cl:8][C:9]1[CH:24]=[CH:23][C:12]2[C:13]3[CH:19]=[CH:18]C(C([O-])=O)=[CH:16][C:14]=3[S:15][C:11]=2[CH:10]=1>C1C=CC=CC=1>[Cl:4][C:2]([C:1]1[CH:18]=[CH:19][C:13]2[C:12]3[CH:23]=[CH:24][C:9]([Cl:8])=[CH:10][C:11]=3[S:15][C:14]=2[CH:16]=1)=[O:3] |f:1.2|. Reported procedure: A solution of 10.5 g. of oxalyl chloride in 100 ml. of benzene was added, with stirring, to a suspension of 16.53 g. of 7-chlorodibenzothiophene-3-carboxylic acid potassium salt in 100 ml. of benzene. The mixture was stirred and refluxed for two hours and then filtered. On distillation to dryness on the steam bath in vacuo 9 g. of crude 3-chlorocarbonyl-7-chlorodibenzothiophene was obtained as a residue. Reactants: CC(C)(C)OC(=O)NC1C=CC(CBr)C1, CCOC(=O)CC(=O)OCC, CCOC(C)=O, [H-], [Na+], CN(C)C=O. The product is CCOC(=O)C(CC1C=CC(NC(=O)OC(C)(C)C)C1)C(=O)OCC. Reaction SMILES: [C:14]([CH3:15])([CH3:16])([CH3:17])[O:18][C:19]([NH:20][CH:21]1[CH:22]=[CH:23][CH:24]([CH2:26][Br:27])[CH2:25]1)=[O:28].[C:1]([CH2:2][C:3](=[O:4])[O:5][CH2:6][CH3:7])(=[O:8])[O:9][CH2:10][CH3:11].[CH3:29][CH2:30][O:31][C:32]([CH3:33])=[O:34].[H-:13].[Na+:12].[O:35]=[CH:36][N:37]([CH3:38])[CH3:39]>>[C:1]([CH:2]([C:3](=[O:4])[O:5][CH2:6][CH3:7])[CH2:26][CH:24]1[CH:23]=[CH:22][CH:21]([NH:20][C:19]([O:18][C:14]([CH3:15])([CH3:16])[CH3:17])=[O:28])[CH2:25]1)(=[O:8])[O:9][CH2:10][CH3:11].